This data is from the Open Reaction Database (ORD), a public repository of structured organic reaction records. The task is: describe an organic reaction: reactants, conditions, products, and yield Reactants: [O-]S(=O)(=O)C(F)(F)F (Triflate), [O-]S(=O)(=O)C(F)(F)F (triflate), CC(=CC(=O)O)C (3-methyl-2-butenoic acid), O[C@@H]1C[C@](O[C@@H](C1)CCC1=CC=CC=C1)(OC)[C@H]1N(C(SC1)=O)CC1=CC=C(C=C1)OC ((R)-4-((2R,4S,6R)-4-hydroxy-2-methoxy-6-phenethyl-tetrahydro-2H-pyran-2-yl)-3-(4-methoxybenzyl)thiazolidin-2-one), O[C@@H]1C[C@](O[C@@H](C1)CCCC=C)(OC)[C@H]1N(C(SC1)=O)CC1=CC=C(C=C1)OC ((R)-4-((2R,4S,6R)-4-hydroxy-2-methoxy-6-(pent-4-enyl)-tetrahydro-2H-pyran-2-yl)-3-(4-methoxybenzyl)thiazolidin-2-one), C/C(=C/C(=O)O)/CCC=C ((Z)-3-methylhepta-2,6-dienoic acid). The product is CC(=CC(=O)O[C@H]1C[C@@](O[C@@H](C1)CCC1=CC=CC=C1)([C@H]1N(C(SC1)=O)CC1=CC=C(C=C1)OC)OC)C ((2R,4R,6R)-2-Methoxy-2-((R)-3-(4-methoxybenzyl)-2-oxothiazolidin-4-yl)-6-phenethyl-tetrahydro-2H-pyran-4-yl 3-Methylbut-2-enoate). Reaction SMILES: [O-]S(C(F)(F)F)(=O)=O.[OH:9][C@H:10]1[CH2:15][C@@H:14]([CH2:16][CH2:17][C:18]2[CH:23]=[CH:22][CH:21]=[CH:20][CH:19]=2)[O:13][C@:12]([C@@H:26]2[CH2:30][S:29][C:28](=[O:31])[N:27]2[CH2:32][C:33]2[CH:38]=[CH:37][C:36]([O:39][CH3:40])=[CH:35][CH:34]=2)([O:24][CH3:25])[CH2:11]1.O[C@H]1C[C@@H](CCCC=C)O[C@]([C@@H]2CSC(=O)N2CC2C=CC(OC)=CC=2)(OC)C1.[CH3:70][C:71]([CH3:76])=[CH:72][C:73](O)=[O:74].C/C(/CCC=C)=C/C(O)=O>>[CH3:70][C:71]([CH3:76])=[CH:72][C:73]([O:9][C@@H:10]1[CH2:15][C@@H:14]([CH2:16][CH2:17][C:18]2[CH:19]=[CH:20][CH:21]=[CH:22][CH:23]=2)[O:13][C@@:12]([O:24][CH3:25])([C@@H:26]2[CH2:30][S:29][C:28](=[O:31])[N:27]2[CH2:32][C:33]2[CH:38]=[CH:37][C:36]([O:39][CH3:40])=[CH:35][CH:34]=2)[CH2:11]1)=[O:74]. Procedure details: Triflate formation using the method shown in Example 22, with the modification that (R)-4-((2R,4S,6R)-4-hydroxy-2-methoxy-6-phenethyl-tetrahydro-2H-pyran-2-yl)-3-(4-methoxybenzyl)thiazolidin-2-one is substituted for (R)-4-((2R,4S,6R)-4-hydroxy-2-methoxy-6-(pent-4-enyl)-tetrahydro-2H-pyran-2-yl)-3-(4-methoxybenzyl)thiazolidin-2-one, followed by triflate displacement using the method shown in Example 23, with the modification that 3-methyl-2-butenoic acid is substituted for (Z)-3-methylhepta-2,6-d... The reactants are O=S(Cl)Cl (SOCl2), CC(N)(CO)C(=O)O (α-methyl-DL-Serine), CO (MeOH), O=S(Cl)Cl (SOCl2). Conditions: temperature 0 celsius, time 12 hour. The product is COC(C(CO)(C)N)=O (2-Amino-3-hydroxy-2-methyl-propionic acid methyl ester). RXN SMILES: [CH3:1][C:2]([C:6]([OH:8])=[O:7])([CH2:4][OH:5])[NH2:3].O=S(Cl)Cl.[CH3:13]O>>[CH3:13][O:7][C:6](=[O:8])[C:2]([NH2:3])([CH3:1])[CH2:4][OH:5]. Procedure details: A stirring solution of α-methyl-DL-Serine (1 g, 8.39 mmol) in MeOH (40 mL) in a flame dried round bottom flask under an inert atmosphere was cooled to 0° C. and SOCl2 (1.84 mL, 25.19 mmol) was slowly added. After addition of the SOCl2 was complete, the reaction mixture was stirred 12 h at rt and then concentrated in vacuo to a white solid that was used directly in the next reaction. The reactants are O=C1OC2(CCN(C(=O)c3c[nH]c4cc(Cl)ccc34)CC2)c2ccc(F)cc21, Cc1cc(CCl)ccn1. Yields the product Cc1cc(Cn2cc(C(=O)N3CCC4(CC3)OC(=O)c3cc(F)ccc34)c3ccc(Cl)cc32)ccn1. As a reaction SMILES: [Cl:1][c:2]1[cH:3][cH:4][c:5]2[c:6]([C:11](=[O:12])[N:13]3[CH2:14][CH2:15][C:16]4([O:17][C:18](=[O:26])[c:19]5[c:20]4[cH:21][cH:22][c:23]([F:25])[cH:24]5)[CH2:27][CH2:28]3)[cH:7][nH:8][c:9]2[cH:10]1.[Cl:29][CH2:30][c:31]1[cH:32][c:33]([CH3:37])[n:34][cH:35][cH:36]1>>[Cl:1][c:2]1[cH:3][cH:4][c:5]2[c:6]([C:11](=[O:12])[N:13]3[CH2:14][CH2:15][C:16]4([O:17][C:18](=[O:26])[c:19]5[c:20]4[cH:21][cH:22][c:23]([F:25])[cH:24]5)[CH2:27][CH2:28]3)[cH:7][n:8]([CH2:30][c:31]3[cH:32][c:33]([CH3:37])[n:34][cH:35][cH:36]3)[c:9]2[cH:10]1. Reactants: CCC(CC)c1cc(C)nn2c(-c3occc3C)c(C)nc12, ClCCl, O=C1CCC(=O)N1Br, O. Product: CCC(CC)c1cc(C)nn2c(-c3oc(Br)cc3C)c(C)nc12. As a reaction SMILES: [CH2:4]([CH3:5])[CH:6]([CH2:7][CH3:8])[c:9]1[c:10]2[n:11]([n:12][c:13]([CH3:15])[cH:14]1)[c:16](-[c:20]1[o:21][cH:22][cH:23][c:24]1[CH3:25])[c:17]([CH3:19])[n:18]2.[Cl:1][CH2:2][Cl:3].[O:26]=[C:27]1[N:28]([Br:33])[C:29](=[O:30])[CH2:31][CH2:32]1.[OH2:34]>>[CH2:4]([CH3:5])[CH:6]([CH2:7][CH3:8])[c:9]1[c:10]2[n:11]([n:12][c:13]([CH3:15])[cH:14]1)[c:16](-[c:20]1[o:21][c:22]([Br:33])[cH:23][c:24]1[CH3:25])[c:17]([CH3:19])[n:18]2. Starting materials: Cl (hydrochloric acid), C(C=C)N1[C@@H]([C@H]([C@@H](C1)OCC1=CC=CC=C1)OCC1=CC=CC=C1)COCC1=CC=CC=C1 ((2R,3R,4R)-1-allyl-3,4-dibenzyloxy-2-benzyloxymethylpyrrolidine), hydrochloride salt, compound 9, C(C=C)N1[C@@H]([C@H]([C@@H](C1)OCC1=CC=CC=C1)OCC1=CC=CC=C1)COCC1=CC=CC=C1 ((2R,3R,4R)-1-allyl-3,4-dibenzyloxy-2-benzyloxymethylpyrrolidine), amine. Yield: 78.0%. The reagents and catalysts are [Pd] (Pd/C). Reaction SMILES: [CH2:1]([N:4]1[CH2:8][C@@H:7]([O:9]CC2C=CC=CC=2)[C@H:6]([O:17]CC2C=CC=CC=2)[C@H:5]1[CH2:25][O:26]CC1C=CC=CC=1)[CH:2]=[CH2:3].Cl>[Pd].C(O)C>[OH:17][C@H:6]1[C@H:7]([OH:9])[CH2:8][N:4]([CH2:1][CH2:2][CH3:3])[C@@H:5]1[CH2:25][OH:26]. Yields the product O[C@@H]1[C@H](N(C[C@H]1O)CCC)CO ((2R,3R,4R)-3,4-dihydroxy-2-hydrox-ymethyl-1-propylpyrrolidine), crystals. Reported procedure: The title compound was synthesized as described for compound 9 using (2R,3R,4R)-1-allyl-3,4-dibenzyloxy-2-benzyloxymethylpyrrolidine (compound 14) (0.910 g, 2.1 mmol), ethanol (100 ml), 10% Pd/C (0.2 g) and excess of 1 M hydrochloric acid to convert the amine to the hydrochloride salt. After evaporation of the solvent in vacuo the compound was purified on silica gel (Eluent: 2-propanol/25% ammonium hydroxide (4:1)) and (2R,3R,4R)-3,4-dihydroxy-2-hydrox-ymethyl-1-propylpyrrolidine was obtained as... Solvent: C(C)O (ethanol).